This data is from the Open Reaction Database (ORD), a public repository of structured organic reaction records. The task is: describe an organic reaction: reactants, conditions, products, and yield RXN SMILES: [CH3:1][C:2]([CH2:3][NH:4][c:5]1[n:6][c:7]([C:14]#[C:15][c:16]2[cH:17][cH:18][cH:19][cH:20][cH:21]2)[cH:8][cH:9][c:10]1[N+:11](=[O:12])[O-:13])([CH3:22])[CH3:23].[CH3:48][C:49](=[O:50])[CH3:51].[K+:40].[Mg+2:29].[Mn:35]([O-:36])(=[O:37])(=[O:38])=[O:39].[Na+:28].[Na+:45].[Na+:46].[O-:24][C:25]([OH:26])=[O:27].[O-:30][S:31]([O-:32])(=[O:33])=[O:34].[OH2:47].[S:41]([O-:42])([O-:43])=[O:44]>>[CH3:1][C:2]([CH2:3][NH:4][c:5]1[n:6][c:7]([C:14]([C:15]([c:16]2[cH:17][cH:18][cH:19][cH:20][cH:21]2)=[O:47])=[O:24])[cH:8][cH:9][c:10]1[N+:11](=[O:12])[O-:13])([CH3:22])[CH3:23]. The product is CC(C)(C)CNc1nc(C(=O)C(=O)c2ccccc2)ccc1[N+](=O)[O-]. Reactants: CC(C)(C)CNc1nc(C#Cc2ccccc2)ccc1[N+](=O)[O-], CC(C)=O, [K+], [Mg+2], O=[Mn](=O)(=O)[O-], [Na+], [Na+], [Na+], O=C([O-])O, O=S(=O)([O-])[O-], O, O=S([O-])[O-]. Reaction SMILES: [F:1][C:2]1[CH:7]=[CH:6][C:5]([CH2:8][C:9]2[CH:18]=[C:17]3[C:12]([C:13]([OH:28])=[C:14]([C:24]([NH:26][CH3:27])=[O:25])[C:15](=[O:23])[N:16]3[CH2:19][C:20](O)=[O:21])=[N:11][CH:10]=2)=[CH:4][CH:3]=1.[CH3:29][NH2:30]>>[F:1][C:2]1[CH:7]=[CH:6][C:5]([CH2:8][C:9]2[CH:18]=[C:17]3[C:12]([C:13]([OH:28])=[C:14]([C:24]([NH:26][CH3:27])=[O:25])[C:15](=[O:23])[N:16]3[CH2:19][C:20]([NH:30][CH3:29])=[O:21])=[N:11][CH:10]=2)=[CH:4][CH:3]=1. Product: FC1=CC=C(C=C1)CC1=CN=C2C(=C(C(N(C2=C1)CC(=O)NC)=O)C(=O)NC)O (7-[(4-Fluorophenyl)methyl]-4-hydroxy-N-methyl-1-[2-(methylamino)-2-oxoethyl]-2-oxo-1,2-dihydro-1,5-naphthyridine-3-carboxamide). Procedure: This compound was prepared from [7-[(4-fluorophenyl)methyl]-4-hydroxy-3-[(methylamino)carbonyl]-2-oxo-1,5-naphthyridine-1 (2H)-yl]acetic acid and methylamine employing methods similar to those described in example 558. The product was obtained as a white solid: 1H NMR (d6-DMSO) δ 10.00 (1H, br s), 8.53 (1H, s), 8.03 (1H, br s), 7.79 (1H, s), 7.33-7.30 (2H, m), 7.15-7.05 (2H, m), 4.83 (2H, s), 4.11 (2H, s), 2.88 (3H, d, J=3.8 Hz), 2.52 (3H, d, J=4.4 Hz); HRMS calcd for C20H19FN4O4+H+: 399.1463. F... Reactants: FC1=CC=C(C=C1)CC1=CN=C2C(=C(C(N(C2=C1)CC(=O)O)=O)C(=O)NC)O ([7-[(4-fluorophenyl)methyl]-4-hydroxy-3-[(methylamino)carbonyl]-2-oxo-1,5-naphthyridine-1 (2H)-yl]acetic acid), CN (methylamine). Procedure details: To a suspension of sodium hydride (60% in oil, 19 mg) in tetrahydrofuran (5 ml) was added 4,4-difluorocyclohexanol (109 mg) at room temperature, and the mixture was stirred at room temperature for 10 min. To the reaction mixture was added 2-(propylsulfanyl)-3-[4-(2,2,2-trifluoroethoxy)phenyl]pyrido[2,3-d]pyrimidine-4,7(3H,8H)-dione (165 mg), and the mixture was stirred at room temperature for 5 hr. The reaction mixture was added to water, and the mixture was extracted with ethyl acetate. The ext... Yields the product FC1(CCC(CC1)OC=1N(C(C2=C(N1)NC(C=C2)=O)=O)C2=CC=C(C=C2)OCC(F)(F)F)F (2-[(4,4-difluorocyclohexyl)oxy]-3-[4-(2,2,2-trifluoroethoxy)phenyl]pyrido[2,3-d]pyrimidine-4,7(3H,8H)-dione). Isolated yield 39.7%. Run in O1CCCC1 (tetrahydrofuran). Reaction conditions: time 10 minute. Starting materials: O (water), [H-].[Na+] (sodium hydride), C(CC)SC=1N(C(C2=C(N1)NC(C=C2)=O)=O)C2=CC=C(C=C2)OCC(F)(F)F (2-(propylsulfanyl)-3-[4-(2,2,2-trifluoroethoxy)phenyl]pyrido[2,3-d]pyrimidine-4,7(3H,8H)-dione), FC1(CCC(CC1)O)F (4,4-difluorocyclohexanol). As a reaction SMILES: [H-].[Na+].[F:3][C:4]1([F:11])[CH2:9][CH2:8][CH:7]([OH:10])[CH2:6][CH2:5]1.C(S[C:16]1[N:17]([C:28]2[CH:33]=[CH:32][C:31]([O:34][CH2:35][C:36]([F:39])([F:38])[F:37])=[CH:30][CH:29]=2)[C:18](=[O:27])[C:19]2[CH:25]=[CH:24][C:23](=[O:26])[NH:22][C:20]=2[N:21]=1)CC.O>O1CCCC1>[F:3][C:4]1([F:11])[CH2:9][CH2:8][CH:7]([O:10][C:16]2[N:17]([C:28]3[CH:29]=[CH:30][C:31]([O:34][CH2:35][C:36]([F:39])([F:38])[F:37])=[CH:32][CH:33]=3)[C:18](=[O:27])[C:19]3[CH:25]=[CH:24][C:23](=[O:26])[NH:22][C:20]=3[N:21]=2)[CH2:6][CH2:5]1 |f:0.1|. Starting materials: C[Si](C)(C)[N-][Si](C)(C)C, CC(C)(O)C(C1CCCCC1)n1c(-c2ccc(Cl)cc2)nc2cc(F)c(F)cc21, N#Cc1ccc(F)cc1, [K+], C1CCOC1. The product is CC(C)(Oc1ccc(C#N)cc1)C(C1CCCCC1)n1c(-c2ccc(Cl)cc2)nc2cc(F)c(F)cc21. Reaction SMILES: [CH3:39][Si:40]([N-:41][Si:42]([CH3:43])([CH3:44])[CH3:45])([CH3:46])[CH3:47].[Cl:1][c:2]1[cH:3][cH:4][c:5](-[c:8]2[n:9][c:10]3[c:11]([n:12]2[CH:13]([C:14]([CH3:15])([OH:16])[CH3:17])[CH:18]2[CH2:19][CH2:20][CH2:21][CH2:22][CH2:23]2)[cH:24][c:25]([F:29])[c:26]([F:28])[cH:27]3)[cH:6][cH:7]1.[F:30][c:31]1[cH:32][cH:33][c:34]([C:35]#[N:36])[cH:37][cH:38]1.[K+:48].[O:49]1[CH2:50][CH2:51][CH2:52][CH2:53]1>>[Cl:1][c:2]1[cH:3][cH:4][c:5](-[c:8]2[n:9][c:10]3[c:11]([n:12]2[CH:13]([C:14]([CH3:15])([O:16][c:31]2[cH:32][cH:33][c:34]([C:35]#[N:36])[cH:37][cH:38]2)[CH3:17])[CH:18]2[CH2:19][CH2:20][CH2:21][CH2:22][CH2:23]2)[cH:24][c:25]([F:29])[c:26]([F:28])[cH:27]3)[cH:6][cH:7]1. Reported procedure: In a similar manner, N-phenyl glycine (0.1 mole), n-propyl isocyanate (0.12 mole) and toluene (30 ml) was refluxed for about 51/2 hours producing 13 grams (59% yield) of 1-phenyl-3-n-propyl hydantoin having a melting point of about 97° C. and the structure: ##STR7## Yields the product C1(=CC=CC=C1)N1C(=O)N(C(=O)C1)CCC (1-phenyl-3-n-propyl hydantoin). The solvent is C1(=CC=CC=C1)C (toluene). Isolated yield 59.6%. Reaction SMILES: [C:1]1([NH:7][CH2:8][C:9]([OH:11])=O)[CH:6]=[CH:5][CH:4]=[CH:3][CH:2]=1.[CH2:12]([N:15]=[C:16]=[O:17])[CH2:13][CH3:14]>C1(C)C=CC=CC=1>[C:1]1([N:7]2[CH2:8][C:9](=[O:11])[N:15]([CH2:12][CH2:13][CH3:14])[C:16]2=[O:17])[CH:2]=[CH:3][CH:4]=[CH:5][CH:6]=1. Starting materials: C1(=CC=CC=C1)NCC(=O)O (N-phenyl glycine), C(CC)N=C=O (n-propyl isocyanate). Reactants: CN(CCC#CC1CCN(CC1)S(=O)(=O)C1=CC=C(C=C1)C(F)(F)F)CCC (Methyl-propyl-{4-[1-(4-trifluoromethyl-benzenesulfonyl)-piperidin-4-yl]-but-3-ynyl}-amine). The reagents and catalysts are O=[Pt]=O.O (PtO2.H2O). Solvent: CCO (EtOH). The product is CN(CCCCC1CCN(CC1)S(=O)(=O)C1=CC=C(C=C1)C(F)(F)F)CCC (Methyl-propyl-{4-[1-(4-trifluoromethyl-benzenesulfonyl)-piperidin-4-yl]-butyl}-amine). The yield is 93.7%. Reaction SMILES: [CH3:1][N:2]([CH2:26][CH2:27][CH3:28])[CH2:3][CH2:4][C:5]#[C:6][CH:7]1[CH2:12][CH2:11][N:10]([S:13]([C:16]2[CH:21]=[CH:20][C:19]([C:22]([F:25])([F:24])[F:23])=[CH:18][CH:17]=2)(=[O:15])=[O:14])[CH2:9][CH2:8]1>CCO.O=[Pt]=O.O>[CH3:1][N:2]([CH2:26][CH2:27][CH3:28])[CH2:3][CH2:4][CH2:5][CH2:6][CH:7]1[CH2:12][CH2:11][N:10]([S:13]([C:16]2[CH:21]=[CH:20][C:19]([C:22]([F:24])([F:25])[F:23])=[CH:18][CH:17]=2)(=[O:15])=[O:14])[CH2:9][CH2:8]1 |f:2.3|. Procedure: A suspension of 83 mg (0.198 mmol) of Methyl-propyl-{4-[1-(4-trifluoromethyl-benzenesulfonyl)-piperidin-4-yl]-but-3-ynyl}-amine in 4 ml EtOH and 8 mg of PtO2.H2O was hydrogenated (1 atm) for 7 h. The reaction was filtered and evaporated. Flash column chromatography on silica gel (CH2Cl2/MeOH 19:1 to 9:1) gave 78 mg (93%) of Methyl-propyl-{4-[1-(4-trifluoromethyl-benzenesulfonyl)-piperidin-4-yl]-butyl}-amine, mp: 73.0-74.8° C., MS: 421 (MH+). The reactants are COc1cc(NC(=O)OC(C)(C)C)cc(C)c1OCCCN1CCN(c2cccc3sccc23)CC1, CO, ClCCl, [Na+], [OH-]. Product: COc1cc(N)cc(C)c1OCCCN1CCN(c2cccc3sccc23)CC1. RXN SMILES: [C:3]([O:4][C:5](=[O:6])[NH:9][c:10]1[cH:11][c:12]([O:36][CH3:37])[c:13]([O:17][CH2:18][CH2:19][CH2:20][N:21]2[CH2:22][CH2:23][N:24]([c:27]3[cH:28][cH:29][cH:30][c:31]4[s:32][cH:33][cH:34][c:35]34)[CH2:25][CH2:26]2)[c:14]([CH3:16])[cH:15]1)([CH3:7])([CH3:8])[CH3:38].[CH3:1][OH:2].[Cl:41][CH2:42][Cl:43].[Na+:40].[OH-:39]>>[NH2:9][c:10]1[cH:11][c:12]([O:36][CH3:37])[c:13]([O:17][CH2:18][CH2:19][CH2:20][N:21]2[CH2:22][CH2:23][N:24]([c:27]3[cH:28][cH:29][cH:30][c:31]4[s:32][cH:33][cH:34][c:35]34)[CH2:25][CH2:26]2)[c:14]([CH3:16])[cH:15]1. Reactants: CCCCC(=N)OCC, Cl, NNC(N)=S, CN(C)C=O. The product is CCCCC(=NNC(N)=S)OCC. As a reaction SMILES: [C:2]([CH2:3][CH2:4][CH2:5][CH3:6])([O:7][CH2:8][CH3:9])=[NH:10].[ClH:1].[NH2:11][NH:12][C:13](=[S:14])[NH2:15].[O:16]=[CH:17][N:18]([CH3:19])[CH3:20]>>[C:2]([CH2:3][CH2:4][CH2:5][CH3:6])([O:7][CH2:8][CH3:9])=[N:10][NH:12][C:13](=[S:14])[NH2:15]. Starting materials: CC1=NC=CC=C1C1=NC(NC=C1)=O (4-(2-methyl-pyridin-3-yl)-1H-pyrimidin-2-one), [H-].[Na+] (NaH), O (Water), BrCCCCCl (1-bromo-4-chloro-butane). Solvent: CN(C)C=O (DMF). Reaction conditions: temperature 100 celsius, time 1 hour. Product: ClCCCCN1C(N=C(C=C1)C=1C(=NC=CC1)C)=O (1-(4-Chloro-butyl)-4-(2-methyl-pyridin-3-yl)-1H-pyrimidin-2-one). The yield is 54.7%. Reaction SMILES: [CH3:1][C:2]1[C:7]([C:8]2[CH:13]=[CH:12][NH:11][C:10](=[O:14])[N:9]=2)=[CH:6][CH:5]=[CH:4][N:3]=1.[H-].[Na+].Br[CH2:18][CH2:19][CH2:20][CH2:21][Cl:22].O>CN(C=O)C>[Cl:22][CH2:21][CH2:20][CH2:19][CH2:18][N:11]1[CH:12]=[CH:13][C:8]([C:7]2[C:2]([CH3:1])=[N:3][CH:4]=[CH:5][CH:6]=2)=[N:9][C:10]1=[O:14] |f:1.2|. Procedure details: To a solution of 4-(2-methyl-pyridin-3-yl)-1H-pyrimidin-2-one (199 mg, 1.06 mmol) in dry DMF (20 ml), 60% NaH (55 mg, 1.38 mmol) was added portionwise under inert atmosphere. After heating the mixture at 100° C. for 1 hour, 1-bromo-4-chloro-butane (160 μl, 1.38 mmol) was added and the mixture was stirred at room temperature for 1 hour and heated at 70° C. for 2 hours. Water was added and the mixture extracted with diethyl ether and with ethyl acetate. The organic layers were mixed together, drie...